Dataset: the Open Reaction Database (ORD), a public repository of structured organic reaction records. Task: describe an organic reaction: reactants, conditions, products, and yield The reactants are O (water), ClC=1C=NC2=C(C(=CC=C2C1)Cl)C=NO (3,7-dichloroquinoline-8-aldoxime), C1(CCCCC1)N=C=O (cyclohexyl isocyanate), C1(CCCCC1)N=C=O (cyclohexyl isocyanate). Run in CN(C=O)C (dimethylformamide). Conditions: temperature 50 celsius, time 5 hour. Product: C1(CCCCC1)NC(O)=O.ClC=1C=NC2=C(C(=CC=C2C1)Cl)C=NO (3,7-dichloroquinoline-8-aldoxime cyclohexylcarbamate). Yield: 135.9%. RXN SMILES: [Cl:1][C:2]1[CH:3]=[N:4][C:5]2[C:10]([CH:11]=1)=[CH:9][CH:8]=[C:7]([Cl:12])[C:6]=2[CH:13]=[N:14][OH:15].[CH:16]1([N:22]=[C:23]=[O:24])[CH2:21][CH2:20][CH2:19][CH2:18][CH2:17]1.O>CN(C)C=O>[CH:16]1([NH:22][C:23](=[O:15])[OH:24])[CH2:21][CH2:20][CH2:19][CH2:18][CH2:17]1.[Cl:1][C:2]1[CH:3]=[N:4][C:5]2[C:10]([CH:11]=1)=[CH:9][CH:8]=[C:7]([Cl:12])[C:6]=2[CH:13]=[N:14][OH:15] |f:4.5|. Procedure details: 24 g of 3,7-dichloroquinoline-8-aldoxime were dissolved in 250 ml of dimethylformamide, 12.5 g of cyclohexyl isocyanate were added dropwise at room temperature and the solution was then stirred at 50° C. for 5 hours. In the course of the reaction period, a further 12 g of cyclohexyl isocyanate were slowly added dropwise. 2 liters of water were added to the reaction solution, and the solid was filtered off under suction, suspended in a little methanol, again filtered off under suction and recryst... Reactants: CCCCP(CCCC)CCCC, Cc1ccccc1, CCCCCC, O=C(N=NC(=O)N1CCCCC1)N1CCCCC1, OCc1cccc(Oc2ccccc2)c1, COC(=O)C1CC1c1ccc(O)cc1. The product is COC(=O)C1CC1c1ccc(OCc2cccc(Oc3ccccc3)c2)cc1. As a reaction SMILES: [CH2:30]([P:31]([CH2:32][CH2:33][CH2:34][CH3:35])[CH2:36][CH2:37][CH2:38][CH3:39])[CH2:40][CH2:41][CH3:42].[CH3:61][c:62]1[cH:63][cH:64][cH:65][cH:66][cH:67]1.[CH3:68][CH2:69][CH2:70][CH2:71][CH2:72][CH3:73].[N:43]([C:44]([N:45]1[CH2:46][CH2:47][CH2:48][CH2:49][CH2:50]1)=[O:51])=[N:52][C:53]([N:54]1[CH2:55][CH2:56][CH2:57][CH2:58][CH2:59]1)=[O:60].[OH:15][CH2:16][c:17]1[cH:18][cH:19][cH:20][c:21]([O:22][c:23]2[cH:24][cH:25][cH:26][cH:27][cH:28]2)[cH:29]1.[OH:1][c:2]1[cH:3][cH:4][c:5]([CH:8]2[CH:9]([C:11](=[O:12])[O:13][CH3:14])[CH2:10]2)[cH:6][cH:7]1>>[O:1]([c:2]1[cH:3][cH:4][c:5]([CH:8]2[CH:9]([C:11](=[O:12])[O:13][CH3:14])[CH2:10]2)[cH:6][cH:7]1)[CH2:16][c:17]1[cH:18][cH:19][cH:20][c:21]([O:22][c:23]2[cH:24][cH:25][cH:26][cH:27][cH:28]2)[cH:29]1. Reactants: BrC=1C=C(OC1Br)C(=O)OC(C)(C)C (tert-Butyl 4,5-dibromo-2-furancarboxylate), N1=CC=C(C=C1)B(O)O (4-pyridyl boronic acid), C([O-])([O-])=O.[K+].[K+] (potassium carbonate), C1(=CC=CC=C1)P(C1=CC=CC=C1)C1=CC=CC=C1 (triphenylphosphine). Reagents/catalysts: C(C)(=O)[O-].[Pd+2].C(C)(=O)[O-] (palladium (II) acetate). Run in O (water), COCCOC (ethylene glycol dimethyl ether). Yields the product C(C)(C)(C)OC(=O)C=1OC(=C(C1)Br)C1=CC=NC=C1 (4-Bromo-5-pyridin-4-yl-furan-2-carboxylic acid tert-butyl ester). Isolated yield 54.7%. As a reaction SMILES: [Br:1][C:2]1[CH:3]=[C:4]([C:8]([O:10][C:11]([CH3:14])([CH3:13])[CH3:12])=[O:9])[O:5][C:6]=1Br.[N:15]1[CH:20]=[CH:19][C:18](B(O)O)=[CH:17][CH:16]=1.C(=O)([O-])[O-].[K+].[K+].C1(P(C2C=CC=CC=2)C2C=CC=CC=2)C=CC=CC=1>COCCOC.O.C([O-])(=O)C.[Pd+2].C([O-])(=O)C>[C:11]([O:10][C:8]([C:4]1[O:5][C:6]([C:18]2[CH:19]=[CH:20][N:15]=[CH:16][CH:17]=2)=[C:2]([Br:1])[CH:3]=1)=[O:9])([CH3:14])([CH3:13])[CH3:12] |f:2.3.4,8.9.10|. Procedure details: tert-Butyl 4,5-dibromo-2-furancarboxylate (H. Muratake et al, Chem. Pharm. Bull., 1997, 45, 799) (9.78 g, 30 mmol), 4-pyridyl boronic acid (M. Lamothe et al, J. Med. Chem., 1997, 40, 3542) (4.06 g, 33 mmol), potassium carbonate (24.8 g, 180 mmol), triphenylphosphine (786 mg, 3 mmol) and palladium (II) acetate (337 mg, 1.5 mmol) were dissolved in ethylene glycol dimethyl ether (150 ml) and water (75 ml). The mixture was heated at reflux for 18 hours with vigorous stiring, cooled then filtered thr... Starting materials: C(C1=CC=CC=C1)N1CCC(CC1)(C1=CC2=CC=C(C=C2C=C1)OC)O (1-benzyl-4-hydroxy-4-(6-methoxynaphth-2-yl)piperidine), Br (hydrobromic acid), [OH-].[Na+] (sodium hydroxide). Solvent: C(C)(=O)O (acetic acid). Yields the product C(C1=CC=CC=C1)N1CCC(=CC1)C1=CC2=CC=C(C=C2C=C1)O (1-benzyl-4-(6-hydroxynaphth-2-yl)-1,2,3,6-tetrahydropyridine). Yield: 62.3%. Reaction SMILES: [CH2:1]([N:8]1[CH2:13][CH2:12][C:11](O)([C:14]2[CH:23]=[CH:22][C:21]3[C:16](=[CH:17][CH:18]=[C:19]([O:24]C)[CH:20]=3)[CH:15]=2)[CH2:10][CH2:9]1)[C:2]1[CH:7]=[CH:6][CH:5]=[CH:4][CH:3]=1.Br.[OH-].[Na+]>C(O)(=O)C>[CH2:1]([N:8]1[CH2:9][CH:10]=[C:11]([C:14]2[CH:23]=[CH:22][C:21]3[C:16](=[CH:17][CH:18]=[C:19]([OH:24])[CH:20]=3)[CH:15]=2)[CH2:12][CH2:13]1)[C:2]1[CH:3]=[CH:4][CH:5]=[CH:6][CH:7]=1 |f:2.3|. Procedure: A solution of 1.0 gm (2.9 mMol) 1-benzyl-4-hydroxy-4-(6-methoxynaphth-2-yl)piperidine and 0.65 mL (5.8 mMol) 48% hydrobromic acid in 10 mL acetic acid was heated at reflux for 18 hours. The reaction mixture was cooled to room temperature, neutralized with 5N sodium hydroxide, and extracted well with ethyl acetate. The organic extracts were combined, washed with saturated aqueous sodium chloride, dried over sodium sulfate, and concentrated under reduced pressure. The residual solid was suspended ...